From a dataset of the Open Reaction Database (ORD), a public repository of structured organic reaction records. describe an organic reaction: reactants, conditions, products, and yield The reactants are C12CN(CC2O1)C(=O)OC(C)(C)C (tert-butyl 6-oxa-3-azabicyclo[3.1.0]hexane-3-carboxylate), [N-]=[N+]=[N-].[Na+] (NaN3), [NH4+].[Cl-] (NH4Cl), [OH-].[Na+] (NaOH). Run in CO.O (MeOH water). Reaction conditions: temperature 60 celsius, time 8 hour. Product: N(=[N+]=[N-])[C@@H]1CN(C[C@H]1O)C(=O)OC(C)(C)C ((trans)-tert-butyl 3-azido-4-hydroxypyrrolidine-1-carboxylate). RXN SMILES: [CH:1]12[O:6][CH:5]1[CH2:4][N:3]([C:7]([O:9][C:10]([CH3:13])([CH3:12])[CH3:11])=[O:8])[CH2:2]2.[N-:14]=[N+:15]=[N-:16].[Na+].[NH4+].[Cl-].[OH-].[Na+]>CO.O>[N:14]([C@H:1]1[C@H:5]([OH:6])[CH2:4][N:3]([C:7]([O:9][C:10]([CH3:13])([CH3:12])[CH3:11])=[O:8])[CH2:2]1)=[N+:15]=[N-:16] |f:1.2,3.4,5.6,7.8|. Procedure: To a stirred solution of tert-butyl 6-oxa-3-azabicyclo[3.1.0]hexane-3-carboxylate (110 g, 0.595 mol) in MeOH/water (1200 mL/200 mL) were added NaN3 (77.6 g, 1.19 mol) and NH4Cl (32 g, 0.598 mol). The resulting mixture was stirred at 60° C. overnight. NaOH (0.5 N, 200 mL) was added and the mixture was concentrated to remove MeOH. The residue was extracted with CH2Cl2 (3×400 mL) and the combined organic extracts were washed with water, brine, dried over Na2SO4, and then concentrated to give the ti... Reactants: ClC=1N=C(C2=C(N1)CN(C2)C(=O)OC(C)(C)C)N2CCOCC2 (tert-butyl 2-chloro-4-morpholino-5H-pyrrolo[3,4-d]pyrimidine-6(7H)-carboxylate), ClC=1N=C(C2=C(N1)CN(C2)C(=O)OC(C)(C)C)N2CCOCC2 (tert-butyl 2-chloro-4-morpholino-5H-pyrrolo[3,4-d]pyrimidine-6(7H)-carboxylate), C(=O)(C(F)(F)F)O (TFA). Solvent: C(Cl)Cl (DCM). The product is FC(C(=O)O)(F)F.ClC=1N=C(C2=C(N1)CNC2)N2CCOCC2 (4-(2-chloro-6,7-dihydro-5H-pyrrolo[3,4-d]pyrimidin-4-yl)morpholine trifluoroacetate). RXN SMILES: [Cl:1][C:2]1[N:3]=[C:4]([N:18]2[CH2:23][CH2:22][O:21][CH2:20][CH2:19]2)[C:5]2[CH2:10][N:9](C(OC(C)(C)C)=O)[CH2:8][C:6]=2[N:7]=1.[C:24]([OH:30])([C:26]([F:29])([F:28])[F:27])=[O:25]>C(Cl)Cl>[F:27][C:26]([F:29])([F:28])[C:24]([OH:30])=[O:25].[Cl:1][C:2]1[N:3]=[C:4]([N:18]2[CH2:19][CH2:20][O:21][CH2:22][CH2:23]2)[C:5]2[CH2:10][NH:9][CH2:8][C:6]=2[N:7]=1 |f:3.4|. Procedure details: A solution of tert-butyl 2-chloro-4-morpholino-5H-pyrrolo[3,4-d]pyrimidine-6(7H)-carboxylate (intermediate 2) (2.05 g, 6.0 mmol) in TFA (15 ml) and DCM (30 ml) was stirred at room temperature (20° C.) overnight. The material was concentrated in vacuo to give an orange oil, which was used without further purification. The reactants are ClC(Cl)Cl, CC(C)(C)c1cc(C(=O)O)cc(C(C)(C)C)c1O, O=S(Cl)Cl. The product is CC(C)(C)c1cc(C(=O)Cl)cc(C(C)(C)C)c1O. RXN SMILES: [CH:23]([Cl:24])([Cl:25])[Cl:26].[OH:1][c:2]1[c:3]([C:15]([CH3:16])([CH3:17])[CH3:18])[cH:4][c:5]([C:6](=[O:7])[OH:8])[cH:9][c:10]1[C:11]([CH3:12])([CH3:13])[CH3:14].[S:19]([Cl:20])([Cl:21])=[O:22]>>[OH:1][c:2]1[c:3]([C:15]([CH3:16])([CH3:17])[CH3:18])[cH:4][c:5]([C:6](=[O:7])[Cl:21])[cH:9][c:10]1[C:11]([CH3:12])([CH3:13])[CH3:14]. The reactants are [Al+3], CCOCC, O=C(O)Cc1c(Cl)cccc1Cl, [H-], [H-], [H-], [H-], [Li+]. Product: OCCc1c(Cl)cccc1Cl. Reaction SMILES: [Al+3:2].[CH3:19][CH2:20][O:21][CH2:22][CH3:23].[Cl:7][c:8]1[c:9]([CH2:15][C:16](=[O:17])[OH:18])[c:10]([Cl:14])[cH:11][cH:12][cH:13]1.[H-:1].[H-:4].[H-:5].[H-:6].[Li+:3]>>[Cl:7][c:8]1[c:9]([CH2:15][CH2:16][OH:17])[c:10]([Cl:14])[cH:11][cH:12][cH:13]1. The reactants are CO, CC(N)=CC(=O)N(c1ccc(Nc2ccccc2)cc1)C(C)C, [H][H], N. Reaction SMILES: [CH3:27][OH:28].[CH:1]([CH3:2])([CH3:3])[N:4]([C:5]([CH:6]=[C:7]([CH3:8])[NH2:9])=[O:10])[c:11]1[cH:12][cH:13][c:14]([NH:17][c:18]2[cH:19][cH:20][cH:21][cH:22][cH:23]2)[cH:15][cH:16]1.[H:25][H:26].[NH3:24]>>[CH:1]([CH3:2])([CH3:3])[N:4]([C:5]([CH2:6][CH:7]([CH3:8])[NH2:9])=[O:10])[c:11]1[cH:12][cH:13][c:14]([NH:17][c:18]2[cH:19][cH:20][cH:21][cH:22][cH:23]2)[cH:15][cH:16]1. Yields the product CC(N)CC(=O)N(c1ccc(Nc2ccccc2)cc1)C(C)C. The reactants are [BH3-]C#N, CC(=O)O, CO, [Na+], CC(=O)CCN1C(=O)c2ccccc2C1=O, CCCC1CN(c2ccccc2)C(=O)N1C1CCNCC1. Yields the product CCCC1CN(c2ccccc2)C(=O)N1C1CCN(C(C)CCN2C(=O)c3ccccc3C2=O)CC1. Reaction SMILES: [C:38]([BH3-:39])#[N:40].[C:42]([OH:43])(=[O:44])[CH3:45].[CH3:46][OH:47].[Na+:41].[O:22]=[C:23]([CH2:24][CH2:25][N:26]1[C:27](=[O:36])[c:28]2[cH:29][cH:30][cH:31][cH:32][c:33]2[C:34]1=[O:35])[CH3:37].[c:1]1([N:7]2[C:8](=[O:21])[N:9]([CH:15]3[CH2:16][CH2:17][NH:18][CH2:19][CH2:20]3)[CH:10]([CH2:12][CH2:13][CH3:14])[CH2:11]2)[cH:2][cH:3][cH:4][cH:5][cH:6]1>>[c:1]1([N:7]2[C:8](=[O:21])[N:9]([CH:15]3[CH2:16][CH2:17][N:18]([CH:23]([CH2:24][CH2:25][N:26]4[C:27](=[O:36])[c:28]5[cH:29][cH:30][cH:31][cH:32][c:33]5[C:34]4=[O:35])[CH3:37])[CH2:19][CH2:20]3)[CH:10]([CH2:12][CH2:13][CH3:14])[CH2:11]2)[cH:2][cH:3][cH:4][cH:5][cH:6]1.